This data is from the Open Reaction Database (ORD), a public repository of structured organic reaction records. The task is: describe an organic reaction: reactants, conditions, products, and yield Starting materials: BrC=1C=CC(=C(C1)[C@@]1(CSC2(CCC2)C(N1CC1=C(C=C(C=C1)OC)OC)=O)C)F ((R)-7-(5-bromo-2-fluorophenyl)-8-(2,4-dimethoxybenzyl)-7-methyl-5-thia-8-azaspiro[3.5]nonan-9-one), OOS(=O)[O-].[K+] (Oxone). Run in CO (methanol). Conditions: temperature 23 celsius, time 24 hour. Yields the product BrC=1C=CC(=C(C1)[C@@]1(CS(C2(CCC2)C(N1CC1=C(C=C(C=C1)OC)OC)=O)(=O)=O)C)F ((R)-7-(5-bromo-2-fluoro-phenyl)-8-(2,4-dimethoxy-benzyl)-7-methyl-5,5-dioxo-5λ6-thia-8-aza-spiro[3.5]nonan-9-one). Isolated yield 94.5%. RXN SMILES: [Br:1][C:2]1[CH:3]=[CH:4][C:5]([F:30])=[C:6]([C@@:8]2([CH3:29])[N:16]([CH2:17][C:18]3[CH:23]=[CH:22][C:21]([O:24][CH3:25])=[CH:20][C:19]=3[O:26][CH3:27])[C:15](=[O:28])[C:11]3([CH2:14][CH2:13][CH2:12]3)S[CH2:9]2)[CH:7]=1.O[O:32][S:33]([O-:35])=O.[K+]>CO>[Br:1][C:2]1[CH:3]=[CH:4][C:5]([F:30])=[C:6]([C@@:8]2([CH3:9])[N:16]([CH2:17][C:18]3[CH:23]=[CH:22][C:21]([O:24][CH3:25])=[CH:20][C:19]=3[O:26][CH3:27])[C:15](=[O:28])[C:11]3([CH2:14][CH2:13][CH2:12]3)[S:33](=[O:35])(=[O:32])[CH2:29]2)[CH:7]=1 |f:1.2|. Procedure: To a solution of (R)-7-(5-bromo-2-fluorophenyl)-8-(2,4-dimethoxybenzyl)-7-methyl-5-thia-8-azaspiro[3.5]nonan-9-one (1.7 g, 3.44 mmol, Eq: 1.00) in methanol (50 ml) was added at 23° C. Oxone® (4.23 g, 6.88 mmol, Eq: 2.00). The reaction mixture was stirred at 23° C. for 24 hours. The reaction mixture was carefully quenched by addition of water at 0° C., 10 ml of a diluted NaHSO3 solution, sat. NaHCO3 solution and ethyl acetate were added. Vigorous stirring was continued for 10 min. The organic lay... Reactants: C(CC)(=O)O (propionic acid), C(=O)(OC(C)(C)C)N[C@@H](CC1=CC=CC=C1)[C@@H]1CCC(O1)=O (5(S)-[1(S)-(Boc-amino)-2-phenylethyl]dihydrofuran-2-(3H)-one), ClC1=C(CS(=O)(=O)C2=CC=C(CBr)C=C2)C(=CC=C1)Cl (p-(2,6-dichlorobenzylsulfonyl)benzyl bromide), solution, C[Si](C)(C)[N-][Si](C)(C)C.[Li+] (lithium bis(trimethylsilyl)amide). Solvent: O (water), crude product, CCCCCC.C(C)(=O)OCC (hexane ethyl acetate), C1CCOC1 (THF), CN1CCCN(C1=O)C (DMPU), C1CCOC1 (THF), C1CCOC1 (THF). The product is C(=O)(OC(C)(C)C)NC(CC1=CC=CC=C1)[C@@H]1C[C@H](C(O1)=O)CC1=CC=C(C=C1)S(=O)(=O)CC1=C(C=CC=C1Cl)Cl (5(S)-[1(Boc-Amino)-2-phenylehtyl]-3(R)-{[p-(2,6-dichlorobenzylsulfonyl)-phenyl]methyl}dihydrofuran-2-(3H)-one). Reaction SMILES: [C:1]([NH:8][C@H:9]([C@H:17]1[O:21][C:20](=[O:22])[CH2:19][CH2:18]1)[CH2:10][C:11]1[CH:16]=[CH:15][CH:14]=[CH:13][CH:12]=1)([O:3][C:4]([CH3:7])([CH3:6])[CH3:5])=[O:2].C[Si]([N-][Si](C)(C)C)(C)C.[Li+].[Cl:33][C:34]1[CH:51]=[CH:50][CH:49]=[C:48]([Cl:52])[C:35]=1[CH2:36][S:37]([C:40]1[CH:47]=[CH:46][C:43]([CH2:44]Br)=[CH:42][CH:41]=1)(=[O:39])=[O:38].C(O)(=O)CC>C1COCC1.O.CCCCCC.C(OCC)(=O)C.CN1C(=O)N(C)CCC1>[C:1]([NH:8][CH:9]([C@H:17]1[O:21][C:20](=[O:22])[C@H:19]([CH2:44][C:43]2[CH:42]=[CH:41][C:40]([S:37]([CH2:36][C:35]3[C:34]([Cl:33])=[CH:51][CH:50]=[CH:49][C:48]=3[Cl:52])(=[O:39])=[O:38])=[CH:47][CH:46]=2)[CH2:18]1)[CH2:10][C:11]1[CH:16]=[CH:15][CH:14]=[CH:13][CH:12]=1)([O:3][C:4]([CH3:6])([CH3:7])[CH3:5])=[O:2] |f:1.2,7.8|. Procedure: In analogy with Example 5d), 5.0 g (16.34 mmol) of 5(S)-[1(S)-(Boc-amino)-2-phenylethyl]dihydrofuran-2-(3H)-one, dissolved in 24 ml of abs. THF and 2.7 ml of DMPU, are deprotonated, at -75° C., with 32.7 ml of a 1 M solution of lithium bis(trimethylsilyl)amide in THF, and alkylated, at -75° C., with 9.67 g (24.5 mmol) of p-(2,6-dichlorobenzylsulfonyl)benzyl bromide (Maybridge; Tintagel/UK) in 50 ml of abs. THF. Protonation, at -75° C., with 6.1 ml (81.7 mmol) of propionic acid and 6.1 ml of wate... Reactants: NC1=NC(=O)CN1C(=O)OCc1ccccc1, CCOC(C)=O, CC#N, FC(F)(F)c1ccc(CBr)c(C(F)(F)F)c1, [K+], [K+], O=C([O-])[O-]. Yields the product O=C1CN(C(=O)OCc2ccccc2)C(NCc2ccc(C(F)(F)F)cc2C(F)(F)F)=N1. Reaction SMILES: [CH2:1]([c:2]1[cH:3][cH:4][cH:5][cH:6][cH:7]1)[O:8][C:9](=[O:10])[N:11]1[C:12]([NH2:17])=[N:13][C:14](=[O:16])[CH2:15]1.[CH3:40][CH2:41][O:42][C:43]([CH3:44])=[O:45].[CH3:46][C:47]#[N:48].[F:18][C:19]([c:20]1[c:21]([CH2:22][Br:23])[cH:24][cH:25][c:26]([C:28]([F:29])([F:30])[F:31])[cH:27]1)([F:32])[F:33].[K+:34].[K+:35].[O-:36][C:37]([O-:38])=[O:39]>>[CH2:1]([c:2]1[cH:3][cH:4][cH:5][cH:6][cH:7]1)[O:8][C:9](=[O:10])[N:11]1[C:12]([NH:17][CH2:22][c:21]2[c:20]([C:19]([F:18])([F:32])[F:33])[cH:27][c:26]([C:28]([F:29])([F:30])[F:31])[cH:25][cH:24]2)=[N:13][C:14](=[O:16])[CH2:15]1. Reactants: CCOC1(OCC)CCN(C(=O)OC(C)(C)C)CC1N, CCc1cc(OCOCC[Si](C)(C)C)c(F)cc1-c1ccc2c(C(=N)OC)nn(C3CCCCO3)c2c1, CC(=O)O, CCO. The product is CCOC1(OCC)CCN(C(=O)OC(C)(C)C)CC1NC(=N)c1nn(C2CCCCO2)c2cc(-c3cc(F)c(OCOCC[Si](C)(C)C)cc3CC)ccc12. As a reaction SMILES: [C:38]([CH3:39])([CH3:40])([CH3:41])[O:42][C:43](=[O:44])[N:45]1[CH2:46][CH:47]([NH2:57])[C:48]([O:51][CH2:52][CH3:53])([O:54][CH2:55][CH3:56])[CH2:49][CH2:50]1.[CH3:1][O:2][C:3](=[NH:4])[c:5]1[n:6][n:7]([CH:32]2[O:33][CH2:34][CH2:35][CH2:36][CH2:37]2)[c:8]2[cH:9][c:10](-[c:14]3[c:15]([CH2:30][CH3:31])[cH:16][c:17]([O:21][CH2:22][O:23][CH2:24][CH2:25][Si:26]([CH3:27])([CH3:28])[CH3:29])[c:18]([F:20])[cH:19]3)[cH:11][cH:12][c:13]12.[CH3:58][C:59](=[O:60])[OH:61].[CH3:62][CH2:63][OH:64]>>[C:3](=[NH:4])([c:5]1[n:6][n:7]([CH:32]2[O:33][CH2:34][CH2:35][CH2:36][CH2:37]2)[c:8]2[cH:9][c:10](-[c:14]3[c:15]([CH2:30][CH3:31])[cH:16][c:17]([O:21][CH2:22][O:23][CH2:24][CH2:25][Si:26]([CH3:27])([CH3:28])[CH3:29])[c:18]([F:20])[cH:19]3)[cH:11][cH:12][c:13]12)[NH:57][CH:47]1[CH2:46][N:45]([C:43]([O:42][C:38]([CH3:39])([CH3:40])[CH3:41])=[O:44])[CH2:50][CH2:49][C:48]1([O:51][CH2:52][CH3:53])[O:54][CH2:55][CH3:56]. Reactants: COc1c(C(C)(C)C)cc(-c2ccc[nH]c2=O)c2ncc(-c3ccc(NS(C)(=O)=O)cc3)cc12, CC#N, CCOC(C)=O, O=C1CCC(=O)N1Cl, CN(C)C=O. The product is COc1c(C(C)(C)C)cc(-c2cc(Cl)c[nH]c2=O)c2ncc(-c3ccc(NS(C)(=O)=O)cc3)cc12. Reaction SMILES: [C:9]([CH3:10])([CH3:11])([CH3:12])[c:13]1[c:14]([O:41][CH3:42])[c:15]2[cH:16][c:17](-[c:30]3[cH:31][cH:32][c:33]([NH:36][S:37](=[O:38])(=[O:39])[CH3:40])[cH:34][cH:35]3)[cH:18][n:19][c:20]2[c:21](-[c:23]2[c:24](=[O:29])[nH:25][cH:26][cH:27][cH:28]2)[cH:22]1.[CH3:43][C:44]#[N:45].[CH3:51][CH2:52][O:53][C:54]([CH3:55])=[O:56].[Cl:1][N:2]1[C:3](=[O:4])[CH2:5][CH2:6][C:7]1=[O:8].[O:46]=[CH:47][N:48]([CH3:49])[CH3:50]>>[Cl:1][c:27]1[cH:26][nH:25][c:24](=[O:29])[c:23](-[c:21]2[c:20]3[c:15]([c:14]([O:41][CH3:42])[c:13]([C:9]([CH3:10])([CH3:11])[CH3:12])[cH:22]2)[cH:16][c:17](-[c:30]2[cH:31][cH:32][c:33]([NH:36][S:37](=[O:38])(=[O:39])[CH3:40])[cH:34][cH:35]2)[cH:18][n:19]3)[cH:28]1.